describe an organic reaction: reactants, conditions, products, and yield From a dataset of the Open Reaction Database (ORD), a public repository of structured organic reaction records. Reactants: Cl (hydrochloric acid), C(C)N1CCN(CC1)C1=NC(=CC2=CC=CC=C12)C1=CN=C(S1)C1OCCCO1 (1-(1-Ethylpiperazin-4-yl)-3-[2-(1,3-dioxan-2-yl)thiazol-5-yl]isoquinoline), [OH-].[Na+] (sodium hydroxide). Run in O1CCCC1 (tetrahydrofuran). Run at time 8 hour. Yields the product O1C(OCCC1)C=1SC=CN1 (2-(1,3-Dioxan-2-yl)thiazole). Yield: 181.3%. As a reaction SMILES: C(N1CCN(C2C3C(=CC=CC=3)C=C([C:19]3[S:23][C:22]([CH:24]4[O:29][CH2:28][CH2:27][CH2:26][O:25]4)=[N:21][CH:20]=3)N=2)CC1)C.Cl.[OH-].[Na+]>O1CCCC1>[O:29]1[CH2:28][CH2:27][CH2:26][O:25][CH:24]1[C:22]1[S:23][CH:19]=[CH:20][N:21]=1 |f:2.3|. Reported procedure: 1-(1-Ethylpiperazin-4-yl)-3-[2-(1,3-dioxan-2-yl)thiazol-5-yl]isoquinoline (205 mg) was dissolved in tetrahydrofuran (4 ml), followed by the addition of 1N hydrochloric acid (3 ml), and the resulting mixture was stirred at room temperature for 8 hr. The reaction solution was basified by adding 8N sodium hydroxide thereto, and then extracted with in ethyl acetate. The resulting organic layer was washed with water, dried (over MgSO4) and evaporated, to give the title compound as a colorless oil (15... Yield: 21.2%. As a reaction SMILES: [CH3:1][O:2][C:3]1[CH:4]=[C:5]([C:11]2[C:12](=[O:23])[O:13][C:14]3[C:19]([C:20]=2[CH3:21])=[CH:18][CH:17]=[C:16]([OH:22])[CH:15]=3)[CH:6]=[CH:7][C:8]=1[O:9][CH3:10].[I-].[N:25]1([C:35](N2C=C[N+](C)=C2)=[O:36])[C:34]2[C:29](=[CH:30][CH:31]=[CH:32][CH:33]=2)[CH2:28][CH2:27][CH2:26]1>>[CH3:1][O:2][C:3]1[CH:4]=[C:5]([C:11]2[C:12](=[O:23])[O:13][C:14]3[C:19]([C:20]=2[CH3:21])=[CH:18][CH:17]=[C:16]([O:22][C:35]([N:25]2[C:34]4[C:29](=[CH:30][CH:31]=[CH:32][CH:33]=4)[CH2:28][CH2:27][CH2:26]2)=[O:36])[CH:15]=3)[CH:6]=[CH:7][C:8]=1[O:9][CH3:10] |f:1.2|. Reactants: COC=1C=C(C=CC1OC)C=1C(OC2=CC(=CC=C2C1C)O)=O (3-(3,4-dimethoxy-phenyl)-7-hydroxy-4-methyl-chromen-2-one), [I-].N1(CCCC2=CC=CC=C12)C(=O)N1C=[N+](C=C1)C (3-(3,4-dihydro-2H-quinoline-1-carbonyl)-1-methyl-3H-imidazol-1-ium iodide). Yields the product COC=1C=C(C=CC1OC)C=1C(OC2=CC(=CC=C2C1C)OC(=O)N1CCCC2=CC=CC=C12)=O (3,4-Dihydro-2H-quinoline-1-carboxylic acid 3-(3,4-dimethoxy-phenyl)-4-methyl-2-oxo-2H-chromen-7-yl ester). Procedure details: The title compound (50 mg, 21% yield, oil) was prepared from 3-(3,4-dimethoxy-phenyl)-7-hydroxy-4-methyl-chromen-2-one (156 mg, 0.50 mmol) and 3-(3,4-dihydro-2H-quinoline-1-carbonyl)-1-methyl-3H-imidazol-1-ium iodide (188 mg, 0.51 mmol). The product is FC1=CC=C(C=C1)C=1N=C(NC1)C1CCNCC1 (4-[4-(4-Fluoro-phenyl)-1H-imidazol-2-yl]-piperidine). The solvent is [OH-].[OH-].[Pd+2] (Pd(OH)2/C), 2B. Procedure: Hydrogenate 1-Benzyl-4-[4-(4-fluoro-phenyl)-1H-imidazol-2-yl]-piperidine in 20% Pd(OH)2/C (Pearlman's catalyst) (0.15 gm) in 125 mL 2B EtOH, at 30° C. for 23 h at 60 PSI. Filter and concentrate to yield the title compound as an oil. Reactants: C(C1=CC=CC=C1)N1CCC(CC1)C=1NC=C(N1)C1=CC=C(C=C1)F (1-Benzyl-4-[4-(4-fluoro-phenyl)-1H-imidazol-2-yl]-piperidine), CCO (EtOH). Reaction SMILES: C([N:8]1[CH2:13][CH2:12][CH:11]([C:14]2[NH:15][CH:16]=[C:17]([C:19]3[CH:24]=[CH:23][C:22]([F:25])=[CH:21][CH:20]=3)[N:18]=2)[CH2:10][CH2:9]1)C1C=CC=CC=1.CCO>[OH-].[OH-].[Pd+2]>[F:25][C:22]1[CH:23]=[CH:24][C:19]([C:17]2[N:18]=[C:14]([CH:11]3[CH2:12][CH2:13][NH:8][CH2:9][CH2:10]3)[NH:15][CH:16]=2)=[CH:20][CH:21]=1 |f:2.3.4|.